This data is from the Open Reaction Database (ORD), a public repository of structured organic reaction records. The task is: describe an organic reaction: reactants, conditions, products, and yield The reactants are ClCc1noc(-c2cccs2)n1, N#Cc1ccc2[nH]ccc2c1C(F)(F)F. Yields the product N#Cc1ccc2c(ccn2Cc2noc(-c3cccs3)n2)c1C(F)(F)F. As a reaction SMILES: [Cl:16][CH2:17][c:18]1[n:19][o:20][c:21](-[c:23]2[s:24][cH:25][cH:26][cH:27]2)[n:22]1.[F:1][C:2]([c:3]1[c:4]2[cH:5][cH:6][nH:7][c:8]2[cH:9][cH:10][c:11]1[C:12]#[N:13])([F:14])[F:15]>>[F:1][C:2]([c:3]1[c:4]2[cH:5][cH:6][n:7]([CH2:17][c:18]3[n:19][o:20][c:21](-[c:23]4[s:24][cH:25][cH:26][cH:27]4)[n:22]3)[c:8]2[cH:9][cH:10][c:11]1[C:12]#[N:13])([F:14])[F:15]. Starting materials: c1cc(C2CC2)c2[nH]ccc2c1, Cl, O=C1CCNCC1, O. The product is C1=C(c2c[nH]c3c(C4CC4)cccc23)CCNC1. RXN SMILES: [CH:1]1([c:4]2[cH:5][cH:6][cH:7][c:8]3[cH:9][cH:10][nH:11][c:12]23)[CH2:2][CH2:3]1.[ClH:14].[NH:15]1[CH2:16][CH2:17][C:18](=[O:21])[CH2:19][CH2:20]1.[OH2:13]>>[CH:1]1([c:4]2[cH:5][cH:6][cH:7][c:8]3[c:9]([C:18]4=[CH:17][CH2:16][NH:15][CH2:20][CH2:19]4)[cH:10][nH:11][c:12]23)[CH2:2][CH2:3]1. Reactants: FC(C(=O)N(CC(=O)OCC)CP(=S)(N(CC=C)CC=C)N(CC=C)CC=C)(F)F (N-trifluoroacetyl-N-[bis(diallylamino)phosphinothioylmethyl]glycine, ethyl ester), sodium tetrahydrido boron. Solvent: C(C)O (ethanol). Product: C(C=C)N(CC=C)P(=S)(N(CC=C)CC=C)CNCC(=O)OCC (N-[bis(diallylamino)phosphinothioylmethyl]glycine, ethyl ester). The yield is 18.9%. RXN SMILES: FC(F)(F)C([N:5]([CH2:12][P:13]([N:22]([CH2:26][CH:27]=[CH2:28])[CH2:23][CH:24]=[CH2:25])([N:15]([CH2:19][CH:20]=[CH2:21])[CH2:16][CH:17]=[CH2:18])=[S:14])[CH2:6][C:7]([O:9][CH2:10][CH3:11])=[O:8])=O>C(O)C>[CH2:26]([N:22]([P:13]([CH2:12][NH:5][CH2:6][C:7]([O:9][CH2:10][CH3:11])=[O:8])([N:15]([CH2:19][CH:20]=[CH2:21])[CH2:16][CH:17]=[CH2:18])=[S:14])[CH2:23][CH:24]=[CH2:25])[CH:27]=[CH2:28]. Procedure details: N-trifluoroacetyl-N-[bis(diallylamino)phosphinothioylmethyl]glycine, ethyl ester (2 g, 4.2 mm), was dissolved in ethanol (40 ml). The solution was stirred and sodium tetrahydrido boron (162 mg, 4.2 mm) was added portionwise over a ten minute period. The solution was stirred for an additional 30 minutes. The solvent was removed by evaporation under vacuum and the residue was washed with water. The water washings were saturated with sodium chloride and the aqueous layer and insoluble residue were ... Starting materials: C(C1=CC=CC=C1)OC[C@@H]1N(CCN(C1)S(=O)(=O)C=1SC=CC1)C1=CC=C(C=C1)C(C(F)(F)F)(C)O (2-(4-((2R)-2-((benzyloxy)methyl)-4-(2-thiophenylsulfonyl)-1-piperazinyl)phenyl)-1,1,1-trifluoro-2-propanol), C(Cl)Cl (CH2Cl2), B(Cl)(Cl)Cl (BCl3). Run in CO (MeOH). Run at temperature 0 celsius, time 30 minute. Product: FC(C(C)(O)C1=CC=C(C=C1)N1[C@H](CN(CC1)S(=O)(=O)C=1SC=CC1)CO)(F)F (1,1,1-trifluoro-2-(4-((2R)-2-(hydroxymethyl)-4-(2-thiophenylsulfonyl)-1-piperazinyl)phenyl)-2-propanol). The yield is 93.8%. RXN SMILES: C([O:8][CH2:9][C@H:10]1[CH2:15][N:14]([S:16]([C:19]2[S:20][CH:21]=[CH:22][CH:23]=2)(=[O:18])=[O:17])[CH2:13][CH2:12][N:11]1[C:24]1[CH:29]=[CH:28][C:27]([C:30]([OH:36])([CH3:35])[C:31]([F:34])([F:33])[F:32])=[CH:26][CH:25]=1)C1C=CC=CC=1.C(Cl)Cl.B(Cl)(Cl)Cl>CO>[F:34][C:31]([F:32])([F:33])[C:30]([C:27]1[CH:28]=[CH:29][C:24]([N:11]2[CH2:12][CH2:13][N:14]([S:16]([C:19]3[S:20][CH:21]=[CH:22][CH:23]=3)(=[O:17])=[O:18])[CH2:15][C@@H:10]2[CH2:9][OH:8])=[CH:25][CH:26]=1)([OH:36])[CH3:35]. Procedure: A 2-L round-bottomed flask was charged with 2-(4-((2R)-2-((benzyloxy)methyl)-4-(2-thiophenylsulfonyl)-1-piperazinyl)phenyl)-1,1,1-trifluoro-2-propanol (54.4 g, 101 mmol) and 200 mL of CH2Cl2. After cooling to 0° C., BCl3 (1M in CH2Cl2, 302 mL, 302 mmol, Sigma-Aldrich, St. Louis, Mo.) was added over 10 min. After 30 min at 0° C., the mixture was carefully diluted with MeOH and then concentrated and purified via column chromatography on silica gel (0 to 3% MeOH in CH2Cl2) to give 1,1,1-trifluoro-2... Reactants: O=C([O-])O, CCO, CCN(C(C)C)C(C)C, CCOC(OCC)OCC, [Cl-], [Cl-], [Cl-], [Cl-], ClCCl, CCOC(=O)C[N+](=O)[O-], [Na+], [Ti+4]. Product: CCOC(=O)C(C(OCC)OCC)[N+](=O)[O-]. RXN SMILES: [C:29](=[O:30])([OH:31])[O-:32].[CH3:42][CH2:43][OH:44].[CH:10]([N:11]([CH2:12][CH3:13])[CH:14]([CH3:15])[CH3:16])([CH3:17])[CH3:18].[CH:19]([O:20][CH2:21][CH3:22])([O:23][CH2:24][CH3:25])[O:26][CH2:27][CH3:28].[Cl-:37].[Cl-:39].[Cl-:40].[Cl-:41].[Cl:34][CH2:35][Cl:36].[N+:1](=[O:2])([O-:3])[CH2:4][C:5](=[O:6])[O:7][CH2:8][CH3:9].[Na+:33].[Ti+4:38]>>[N+:1](=[O:2])([O-:3])[CH:4]([C:5](=[O:6])[O:7][CH2:8][CH3:9])[CH:19]([O:23][CH2:24][CH3:25])[O:26][CH2:27][CH3:28]. Reported procedure: Using method A, 4-amino-8-bromo-N-propyl-cinnoline-3-carboxamide (100 mg, 0.33 mmol) and 2-naphthalene boronic acid (167 mg, 0.97 mmol) were reacted to afford the title compound (99 mg, 86.9% yield) as a pale-yellow solid. 1H NMR (300 MHz, CDCl3) δ 8.58 (br, 1H), 8.11 (s, 1H), 7.83-7.99 (m, 6H), 7.76 (dd, J=8.0 Hz, J′=7.1 Hz, 1H), 7.46-7.55 (m, 2H), 3.46 (q, J=6.7 Hz, 2H), 1.66 (m, J=7.2 Hz, 2H), 1.00 (t, J=7.4 Hz, 3H) MS APCI, m/z=357 (M+H) HPLC 2.11 min. Reaction SMILES: [NH2:1][C:2]1[C:11]2[C:6](=[C:7](Br)[CH:8]=[CH:9][CH:10]=2)[N:5]=[N:4][C:3]=1[C:13]([NH:15][CH2:16][CH2:17][CH3:18])=[O:14].[CH:19]1[C:28]2[C:23](=[CH:24][CH:25]=[CH:26][CH:27]=2)[CH:22]=[CH:21][C:20]=1B(O)O>>[NH2:1][C:2]1[C:11]2[C:6](=[C:7]([C:21]3[CH:20]=[CH:19][C:28]4[C:23](=[CH:24][CH:25]=[CH:26][CH:27]=4)[CH:22]=3)[CH:8]=[CH:9][CH:10]=2)[N:5]=[N:4][C:3]=1[C:13]([NH:15][CH2:16][CH2:17][CH3:18])=[O:14]. Reactants: NC1=C(N=NC2=C(C=CC=C12)Br)C(=O)NCCC (4-amino-8-bromo-N-propyl-cinnoline-3-carboxamide), C1=C(C=CC2=CC=CC=C12)B(O)O (2-naphthalene boronic acid). The yield is 84.2%. Yields the product NC1=C(N=NC2=C(C=CC=C12)C1=CC2=CC=CC=C2C=C1)C(=O)NCCC (4-amino-8-(2-naphthyl)-N-propyl-cinnoline-3-carboxamide).